Dataset: the Open Reaction Database (ORD), a public repository of structured organic reaction records. Task: describe an organic reaction: reactants, conditions, products, and yield Starting materials: Cc1cc(C)c2oc(Nc3ccc(B4OC(C)(C)C(C)(C)O4)cc3)nc2c1, COCCOC, COCCN1CCCC(n2nc(I)c3c(N)ncnc32)C1, [Na+], [Na+], O=C([O-])[O-], O, c1ccc(P(c2ccccc2)(c2ccccc2)[Pd](P(c2ccccc2)(c2ccccc2)c2ccccc2)(P(c2ccccc2)(c2ccccc2)c2ccccc2)P(c2ccccc2)(c2ccccc2)c2ccccc2)cc1. The product is COCCN1CCCC(n2nc(-c3ccc(Nc4nc5cc(C)cc(C)c5o4)cc3)c3c(N)ncnc32)C1. As a reaction SMILES: [CH3:22][c:23]1[cH:24][c:25]([CH3:48])[c:26]2[c:27]([n:28][c:29]([NH:31][c:32]3[cH:33][cH:34][c:35]([B:38]4[O:39][C:40]([CH3:41])([CH3:42])[C:43]([CH3:44])([CH3:45])[O:46]4)[cH:36][cH:37]3)[o:30]2)[cH:47]1.[CH3:55][O:56][CH2:57][CH2:58][O:59][CH3:60].[I:1][c:2]1[n:3][n:4]([CH:12]2[CH2:13][N:14]([CH2:18][CH2:19][O:20][CH3:21])[CH2:15][CH2:16][CH2:17]2)[c:5]2[n:6][cH:7][n:8][c:9]([NH2:11])[c:10]12.[Na+:49].[Na+:50].[O-:51][C:52](=[O:53])[O-:54].[OH2:61].[cH:62]1[cH:63][cH:64][c:65]([P:66]([Pd:67]([P:68]([c:69]2[cH:70][cH:71][cH:72][cH:73][cH:74]2)([c:75]2[cH:76][cH:77][cH:78][cH:79][cH:80]2)[c:81]2[cH:82][cH:83][cH:84][cH:85][cH:86]2)([P:87]([c:88]2[cH:89][cH:90][cH:91][cH:92][cH:93]2)([c:94]2[cH:95][cH:96][cH:97][cH:98][cH:99]2)[c:100]2[cH:101][cH:102][cH:103][cH:104][cH:105]2)[P:106]([c:107]2[cH:108][cH:109][cH:110][cH:111][cH:112]2)([c:113]2[cH:114][cH:115][cH:116][cH:117][cH:118]2)[c:119]2[cH:120][cH:121][cH:122][cH:123][cH:124]2)([c:125]2[cH:126][cH:127][cH:128][cH:129][cH:130]2)[c:131]2[cH:132][cH:133][cH:134][cH:135][cH:136]2)[cH:137][cH:138]1>>[c:2]1(-[c:35]2[cH:34][cH:33][c:32]([NH:31][c:29]3[n:28][c:27]4[c:26]([c:25]([CH3:48])[cH:24][c:23]([CH3:22])[cH:47]4)[o:30]3)[cH:37][cH:36]2)[n:3][n:4]([CH:12]2[CH2:13][N:14]([CH2:18][CH2:19][O:20][CH3:21])[CH2:15][CH2:16][CH2:17]2)[c:5]2[n:6][cH:7][n:8][c:9]([NH2:11])[c:10]12. Procedure: Bromine (0.54 ml.) was added to a solution of sodium hydroxide (1.5 g.) in water (13 ml.) at -5° over a period of 5min. Cold dioxan (9 ml.) was then added and the resulting solution was added to a solution of 3α-hydroxy-3β-methyl-5α-pregnane-11,20-dione (1.0 g.) in dioxan (40 ml.) at 0°. The resulting mixture was kept at 5° for 1 hr., neutralised with concentrated hydrochloric acid and poured into water. Excess 2N-hydrochloric acid was then added and the precipitated solid was collected by filtr... Run in O (water), O (water). RXN SMILES: BrBr.[OH-:3].[Na+].[OH:5][C@:6]1([CH3:29])[CH2:25][CH2:24][C@@:23]2([CH3:26])[C@@H:8]([CH2:9][CH2:10][C@@H:11]3[C@@H:22]2[C:21](=[O:27])[CH2:20][C@@:19]2(C)[C@H:12]3[CH2:13][CH2:14][C@@H:15]2C(=O)C)[CH2:7]1.Cl.O1[CH2:36][CH2:35][O:34][CH2:33]C1>O>[OH:5][C@:6]1([CH3:29])[CH2:25][CH2:24][C@@:23]2([CH3:26])[C@@H:8]([CH2:9][CH2:10][C@@H:11]3[C@@H:22]2[C:21](=[O:27])[CH2:20][C@@:19]2([CH3:15])[C@H:12]3[CH2:13][CH2:14][C@@H:36]2[C:35]([O:34][CH3:33])=[O:3])[CH2:7]1 |f:1.2|. Yield: 45.0%. The product is O[C@]1(C[C@@H]2CC[C@H]3[C@@H]4CC[C@@H]([C@@]4(C)CC([C@@H]3[C@]2(CC1)C)=O)C(=O)OC)C (3α-Hydroxy-17β-methoxycarbonyl-3β-methyl-5α-androstan-11-one). Run at time 1 hour. The reactants are O[C@]1(C[C@@H]2CC[C@H]3[C@@H]4CC[C@H](C(C)=O)[C@]4(CC([C@@H]3[C@]2(CC1)C)=O)C)C (3α-hydroxy-3β-methyl-5α-pregnane-11,20-dione), O1CCOCC1 (dioxan), O1CCOCC1 (dioxan), BrBr (Bromine), [OH-].[Na+] (sodium hydroxide), Cl (hydrochloric acid), Cl (hydrochloric acid). Starting materials: COC(=O)c1ccc2c(c1)[nH]c1ncnc(N3CCOC(CNC(=O)OC(C)(C)C)C3)c12, CO. Product: COC(=O)c1ccc2c(c1)[nH]c1ncnc(N3CCOC(CN)C3)c12. Reaction SMILES: [CH3:1][O:2][C:3](=[O:4])[c:5]1[cH:6][cH:7][c:8]2[c:9]3[c:10]([nH:11][c:12]2[cH:13]1)[n:14][cH:15][n:16][c:17]3[N:18]1[CH2:19][CH:20]([CH2:24][NH:25][C:26]([O:27][C:28]([CH3:29])([CH3:30])[CH3:31])=[O:32])[O:21][CH2:22][CH2:23]1.[CH3:33][OH:34]>>[CH3:1][O:2][C:3](=[O:4])[c:5]1[cH:6][cH:7][c:8]2[c:9]3[c:10]([nH:11][c:12]2[cH:13]1)[n:14][cH:15][n:16][c:17]3[N:18]1[CH2:19][CH:20]([CH2:24][NH2:25])[O:21][CH2:22][CH2:23]1. Starting materials: C1CCOC1 (THF), C[Si](C)(C)[N-][Si](C)(C)C.[Na+] (sodium bis(trimethylsilyl)amide), O1C(=CC=C1)C(OCC(=O)OC(C1=CC=CC=C1)C1=CC=CC=C1)CCCC (Benzhydryl 4-(2-furyl)-3-oxaoctanoate), C(C1=CC=CC=C1)Br (benzyl bromide). Solvent: CN(C)P(=O)(N(C)C)N(C)C (HMPA). The product is C(C1=CC=CC=C1)[C@H](C(=O)OC(C1=CC=CC=C1)C1=CC=CC=C1)O[C@@H](CCCC)C=1OC=CC1 ((2R,4S) benzhydryl 2-Benzyl-4-(2-furyl)-3-oxaoctanoate), 2S, O1C(=CC=C1)C(OCC(=O)OC(C1=CC=CC=C1)C1=CC=CC=C1)CCCC (Benzhydryl 4-(2-furyl)-3-oxaoctanoate). Reaction SMILES: [O:1]1[CH:5]=[CH:4][CH:3]=[C:2]1[CH:6]([CH2:25][CH2:26][CH2:27][CH3:28])[O:7][CH2:8][C:9]([O:11][CH:12]([C:19]1[CH:24]=[CH:23][CH:22]=[CH:21][CH:20]=1)[C:13]1[CH:18]=[CH:17][CH:16]=[CH:15][CH:14]=1)=[O:10].C1COCC1.C[Si]([N-][Si](C)(C)C)(C)C.[Na+].[CH2:44](Br)[C:45]1[CH:50]=[CH:49][CH:48]=[CH:47][CH:46]=1>CN(P(N(C)C)(N(C)C)=O)C>[CH2:44]([C@@H:8]([O:7][C@H:6]([C:2]1[O:1][CH:5]=[CH:4][CH:3]=1)[CH2:25][CH2:26][CH2:27][CH3:28])[C:9]([O:11][CH:12]([C:19]1[CH:24]=[CH:23][CH:22]=[CH:21][CH:20]=1)[C:13]1[CH:14]=[CH:15][CH:16]=[CH:17][CH:18]=1)=[O:10])[C:45]1[CH:50]=[CH:49][CH:48]=[CH:47][CH:46]=1.[O:1]1[CH:5]=[CH:4][CH:3]=[C:2]1[CH:6]([CH2:25][CH2:26][CH2:27][CH3:28])[O:7][CH2:8][C:9]([O:11][CH:12]([C:19]1[CH:24]=[CH:23][CH:22]=[CH:21][CH:20]=1)[C:13]1[CH:14]=[CH:15][CH:16]=[CH:17][CH:18]=1)=[O:10] |f:2.3|. Reported procedure: Using the procedure in example 90 and (4S) benzhydryl 4-(2-furyl)-3-oxaoctanoate (5.0 g, 13.2 mmol), THF (50 mL), sodium bis(trimethylsilyl)amide (1.0M in THF, 14 mL, 14 mmol), and benzyl bromide (1.7 mL, 14 mmol) in 10 mL HMPA gave (2R,4S) benzhydryl 2-Benzyl-4-(2-furyl)-3-oxaoctanoate, 646.6 mg (10%) and 723 mg (12%) of the (2S 4S) diastereomer which was identical to the sample prepared in example 90. (2R,4S) diastereomer: [α]25D -34.8° (c 1.12, CHCl3); 1H NMR (300 MHz, CDCl3) δ 0.78 (t, 3H, J... Starting materials: IC1=CC2=C(CCN(CC2)C(=O)OC(C)(C)C)C=C1OC1=NC=C(C=C1)C(=O)NC (1,1-dimethylethyl 7-iodo-8-({5-[(methylamino)carbonyl]-2-pyridinyl}oxy)-1,2,4,5-tetrahydro-3H-3-benzazepine-3-carboxylate), C(C1=CC=CC=C1)OC1=CC2=C(CCNCC2)C=C1 (7-Benzyloxy-1,2,4,5-tetrahydro-benzo[d]azepine). Product: CNC(=O)C=1C=NC(=CC1)OC1=CC2=C(CCNCC2)C=C1I (N-Methyl-6-(8-iodo-2,3,4,5-tetrahydro-1H-3-benzazepin-7-yloxy)-3-pyridinecarboxamide). Reaction SMILES: [I:1][C:2]1[C:19]([O:20][C:21]2[CH:26]=[CH:25][C:24]([C:27]([NH:29][CH3:30])=[O:28])=[CH:23][N:22]=2)=[CH:18][C:5]2[CH2:6][CH2:7][N:8](C(OC(C)(C)C)=O)[CH2:9][CH2:10][C:4]=2[CH:3]=1.C(OC1C=CC2CCNCCC=2C=1)C1C=CC=CC=1>>[CH3:30][NH:29][C:27]([C:24]1[CH:23]=[N:22][C:21]([O:20][C:19]2[C:2]([I:1])=[CH:3][C:4]3[CH2:10][CH2:9][NH:8][CH2:7][CH2:6][C:5]=3[CH:18]=2)=[CH:26][CH:25]=1)=[O:28]. Procedure details: Description 43 (D43) was prepared from 1,1-dimethylethyl 7-iodo-8-({5-[(methylamino)carbonyl]-2-pyridinyl}oxy)-1,2,4,5-tetrahydro-3H-3-benzazepine-3-carboxylate (D42) using an analogous method to that described for Description 2 (D2); MS (ES+) m/e 424 [M+H]+.